This data is from the Open Reaction Database (ORD), a public repository of structured organic reaction records. The task is: describe an organic reaction: reactants, conditions, products, and yield The reactants are C(C)(C)(C)OC(=O)N1CCC(CC1)OC1=C2C(=NC=NC2=CC(=C1)O)NC1=C2C(=CC=C1Cl)OCO2 (5-[N-(tert-butoxycarbonyl)piperidin-4-yloxy]-4-(6-chloro-2,3-methylenedioxyanilino)-7-hydroxyquinazoline), C1(=CC=C(C=C1)S(=O)(=O)OCC(F)(F)F)C (2,2,2-trifluoroethyl 4-toluenesulphonate), C([O-])([O-])=O.[K+].[K+] (potassium carbonate). The solvent is CN(C)C=O (DMF). Conditions: temperature 95 celsius. Yields the product ClC1=CC=C2C(=C1NC1=NC=NC3=CC(=CC(=C13)OC1CCNCC1)OCC(F)(F)F)OCO2 (4-(6-chloro-2,3-methylenedioxyanilino)-5-piperidin-4-yloxy-7-(2,2,2-trifluoroethoxy)quinazoline). Isolated yield 42.1%. Reaction SMILES: C(OC([N:8]1[CH2:13][CH2:12][CH:11]([O:14][C:15]2[CH:24]=[C:23](O)[CH:22]=[C:21]3[C:16]=2[C:17]([NH:26][C:27]2[C:32]([Cl:33])=[CH:31][CH:30]=[C:29]4[O:34][CH2:35][O:36][C:28]=24)=[N:18][CH:19]=[N:20]3)[CH2:10][CH2:9]1)=O)(C)(C)C.C1(C)C=CC(S([O:46][CH2:47][C:48]([F:51])([F:50])[F:49])(=O)=O)=CC=1.C(=O)([O-])[O-].[K+].[K+]>CN(C=O)C>[Cl:33][C:32]1[C:27]([NH:26][C:17]2[C:16]3[C:21](=[CH:22][C:23]([O:46][CH2:47][C:48]([F:51])([F:50])[F:49])=[CH:24][C:15]=3[O:14][CH:11]3[CH2:10][CH2:9][NH:8][CH2:13][CH2:12]3)[N:20]=[CH:19][N:18]=2)=[C:28]2[O:36][CH2:35][O:34][C:29]2=[CH:30][CH:31]=1 |f:2.3.4|. Procedure: A mixture of 5-[N-(tert-butoxycarbonyl)piperidin-4-yloxy]-4-(6-chloro-2,3-methylenedioxyanilino)-7-hydroxyquinazoline (0.15 g), 2,2,2-trifluoroethyl 4-toluenesulphonate (0.089 g), potassium carbonate (0.1 g) and DMF (3 ml) was stirred and heated to 95° C. for 24 hours. The mixture was cooled to ambient temperature and partitioned between ethyl acetate and water. The organic solution was washed with 1N aqueous sodium hydroxide solution and with brine and dried over magnesium sulphate. The organic... Starting materials: ClC=1C=C(C(=O)OC)C=C(N1)OC (methyl 2-chloro-6-methoxyisonicotinate), Tetrakis-triphenylphosphin palladium, CN(C)C=O (DMF). Reagents/catalysts: [C-]#N.[Zn+2].[C-]#N (zinc cyanide). Reaction conditions: temperature 160 celsius, time 30 minute. The product is C(#N)C=1C=C(C(=O)OC)C=C(N1)OC (Methyl 2-cyano-6-methoxyisonicotinate). Reaction SMILES: Cl[C:2]1[CH:3]=[C:4]([CH:9]=[C:10]([O:12][CH3:13])[N:11]=1)[C:5]([O:7][CH3:8])=[O:6].[CH3:14][N:15](C=O)C>[C-]#N.[Zn+2].[C-]#N>[C:14]([C:2]1[CH:3]=[C:4]([CH:9]=[C:10]([O:12][CH3:13])[N:11]=1)[C:5]([O:7][CH3:8])=[O:6])#[N:15] |f:2.3.4|. Procedure details: Under N2, methyl 2-chloro-6-methoxyisonicotinate (CAS 42521-10-8) (3.97 g, 19.7 mmol, Eq: 1.00), zinc cyanide (2.77 g, 23.6 mmol, Eq: 1.2) and Tetrakis-triphenylphosphin-palladium (1.14 g, 985 μmol, Eq: 0.05) were mixed in DMF (67.5 ml). The RM was stirred under microwave at 160° C. for 30 minutes. Control with LC-MS: the reaction was finished. The reactants are Cc1c(Br)ccc(Br)c1C, Br, Clc1ccccc1, CC(C)(C#N)N=NC(C)(C)C#N, OO, O=S(=O)(O)O. The product is Cc1c(Br)ccc(Br)c1CBr. As a reaction SMILES: [Br:1][c:2]1[c:3]([CH3:10])[c:4]([CH3:9])[c:5]([Br:8])[cH:6][cH:7]1.[BrH:16].[Cl:31][c:32]1[cH:33][cH:34][cH:35][cH:36][cH:37]1.[N:17]#[C:18][C:19]([N:20]=[N:21][C:22]([C:23]#[N:24])([CH3:25])[CH3:26])([CH3:27])[CH3:28].[OH:29][OH:30].[S:11](=[O:12])(=[O:13])([OH:14])[OH:15]>>[Br:1][c:2]1[c:3]([CH3:10])[c:4]([CH2:9][Br:16])[c:5]([Br:8])[cH:6][cH:7]1. The reactants are BrC1=CC=C2C=C(N=CC2=C1)O (7-bromo-3-hydroxy-isoquinoline), BrCC1=CC(=C(C(=C1)F)O)F (4-bromomethyl-2,6-difluorophenol), C([O-])([O-])=O.[Cs+].[Cs+] (cesium carbonate). Run in CN(C=O)C (dimethyl-formamide). Yields the product BrC=1C=CC2=CC(N(C=C2C1)CC1=CC(=C(C(=C1)F)O)F)=O (7-bromo-2-(3,5-difluoro-4-hydroxybenzyl)-2H-isoquinolin-3-one). As a reaction SMILES: [Br:1][C:2]1[CH:11]=[C:10]2[C:5]([CH:6]=[C:7]([OH:12])[N:8]=[CH:9]2)=[CH:4][CH:3]=1.Br[CH2:14][C:15]1[CH:20]=[C:19]([F:21])[C:18]([OH:22])=[C:17]([F:23])[CH:16]=1.C(=O)([O-])[O-].[Cs+].[Cs+]>CN(C)C=O>[Br:1][C:2]1[CH:3]=[CH:4][C:5]2[C:10]([CH:11]=1)=[CH:9][N:8]([CH2:14][C:15]1[CH:20]=[C:19]([F:21])[C:18]([OH:22])=[C:17]([F:23])[CH:16]=1)[C:7](=[O:12])[CH:6]=2 |f:2.3.4|. Procedure details: The alkylation of 7-bromo-3-hydroxy-isoquinoline (1.30 g, 5.80 mmol) using 4-bromomethyl-2,6-difluorophenol (1.68 g, 7.54 mmol) and cesium carbonate (2.46 g, 7.54 mmol) in dimethyl-formamide is carried out as previously described in Example 1, Step (1). The solid is collected by filtration, washed with water, ethyl acetate, and allowed to air dry under house vacuum. Drying will afford the desired product. Step (2): 2-(3,5-difluoro-4-hydroxybenzyl)-7-[3-(4H-[1,2,3]triazol-4-yl)prop-1-ynyl]-2H-iso... The product is NC=1SC(=CN1)S(=O)C1=NC=C(C=C1)C(F)(F)F (2-amino-5-(5-trifluoromethylpyridin-2-ylsulfinyl)thiazole). Procedure details: To a solution of 2-amino-5-(5-trifluoromethylpyridin-2-ylthio)thiazole (0.6 g) in dichloromethane (20 ml) was added portionwise 3-chloroperbenzoic acid (0.6 g) at 5° C. with stirring. The mixture was stirred at 5° C. for 3 hours. The reaction mixture was washed with aqueous sodium bicarbonate and dried over magnesium sulfate. The solvent was concentrated under reduced pressure to give solid. The solid was subjected to column chromatography on silica gel (silica gel 60, 70-230 mesh; Merck: 30 g) ... The solvent is ClCCl (dichloromethane). As a reaction SMILES: [NH2:1][C:2]1[S:3][C:4]([S:7][C:8]2[CH:13]=[CH:12][C:11]([C:14]([F:17])([F:16])[F:15])=[CH:10][N:9]=2)=[CH:5][N:6]=1.ClC1C=CC=C(C(OO)=[O:26])C=1>ClCCl>[NH2:1][C:2]1[S:3][C:4]([S:7]([C:8]2[CH:13]=[CH:12][C:11]([C:14]([F:17])([F:16])[F:15])=[CH:10][N:9]=2)=[O:26])=[CH:5][N:6]=1. Starting materials: NC=1SC(=CN1)SC1=NC=C(C=C1)C(F)(F)F (2-amino-5-(5-trifluoromethylpyridin-2-ylthio)thiazole), ClC1=CC(=CC=C1)C(=O)OO (3-chloroperbenzoic acid). Isolated yield 81.9%. Starting materials: C1(CC1)N1C(N(CC1)[C@H]1CN(CCC1)C(=O)OC(C)(C)C)=O ((R)-tert-butyl 3-(3-cyclopropyl-2-oxoimidazolidin-1-yl)piperidine-1-carboxylate), Cl (HCl). The solvent is O1CCOCC1 (dioxane). The product is Cl.C1(CC1)N1C(N(CC1)[C@H]1CNCCC1)=O ((R)-1-cyclopropyl-3-(piperidin-3-yl)imidazolidin-2-one hydrochloride). Yield: 86.0%. RXN SMILES: [CH:1]1([N:4]2[CH2:8][CH2:7][N:6]([C@@H:9]3[CH2:14][CH2:13][CH2:12][N:11](C(OC(C)(C)C)=O)[CH2:10]3)[C:5]2=[O:22])[CH2:3][CH2:2]1.[ClH:23]>O1CCOCC1>[ClH:23].[CH:1]1([N:4]2[CH2:8][CH2:7][N:6]([C@@H:9]3[CH2:14][CH2:13][CH2:12][NH:11][CH2:10]3)[C:5]2=[O:22])[CH2:3][CH2:2]1 |f:3.4|. Procedure: (R)-tert-Butyl 3-(3-cyclopropyl-2-oxoimidazolidin-1-yl)piperidine-1-carboxylate (391) (3.0 g, 9.7 mmol) was treated with commercial 4N HCl in dioxane at RT to afford (R)-1-cyclopropyl-3-(piperidin-3-yl)imidazolidin-2-one hydrochloride (392) (2.05 g, 86%) as a light brown solid after concentration in vacuo. Proton NMR (DMSO-d6): δ 9.37 (1H, s), 8.99 (1H, s), 3.89-3.82 (1H, m), 3.64-3.57 (1H, m), 3.28-3.18 (4H, m), 3.11-3.03 (1H, m), 2.97-2.87 (1H, m), 2.77-2.67 (1H, m), 2.44-2.29 (1H, m), 1.89-1.... Reported procedure: Methyl 1-(4-methylphenyl)-1H-indazole-6-carboxylate (2.7075 g, 10.17 mmol) was dissolved in acetonitrile (102 ml) at 25° C. under Ar. Bromine (1.886 ml, 36.60 mmol) was added. The reaction mixture was allowed to stir for 60 h. The reaction was stopped, quenched by addition of saturated aqueous sodium bicarbonate (40 mL), and the mixture extracted with ethyl acetate (3×35 mL). The combined organic phases were washed with saturated aqueous sodium chloride (1×25 mL), dried (sodium sulfate), filtere... Product: BrC1=NN(C2=CC(=CC=C12)C(=O)OC)C1=CC=C(C=C1)C (Methyl 3-bromo-1-(4-methylphenyl)-1H-indazole-6-carboxylate). As a reaction SMILES: [CH3:1][C:2]1[CH:7]=[CH:6][C:5]([N:8]2[C:16]3[C:11](=[CH:12][CH:13]=[C:14]([C:17]([O:19][CH3:20])=[O:18])[CH:15]=3)[CH:10]=[N:9]2)=[CH:4][CH:3]=1.[Br:21]Br>C(#N)C>[Br:21][C:10]1[C:11]2[C:16](=[CH:15][C:14]([C:17]([O:19][CH3:20])=[O:18])=[CH:13][CH:12]=2)[N:8]([C:5]2[CH:4]=[CH:3][C:2]([CH3:1])=[CH:7][CH:6]=2)[N:9]=1. Conditions: time 60 hour. The solvent is C(C)#N (acetonitrile). Starting materials: CC1=CC=C(C=C1)N1N=CC2=CC=C(C=C12)C(=O)OC (Methyl 1-(4-methylphenyl)-1H-indazole-6-carboxylate), BrBr (Bromine). Yield: 74.2%. Reactants: N (NH3), ClC=1C=2N(C=CN1)C(=NC2C2=CC=C(C=C2)OC2=CC=CC=C2)C2CCCCC2 (8-chloro-3-cyclohexyl-1-(4-phenoxyphenyl)-imidazo[1,5-a]pyrazine). Run in O (H2O), CC(CC)O (2-butanol). Run at time 8 hour. Product: C1(CCCCC1)C1=NC(=C2N1C=CN=C2N)C2=CC=C(C=C2)OC2=CC=CC=C2 (3-Cyclohexyl-1-(4-phenoxyphenyl)-imidazo[1,5-a]pyrazin-8-ylamine). As a reaction SMILES: [NH3:1].Cl[C:3]1[C:4]2[N:5]([C:9]([CH:25]3[CH2:30][CH2:29][CH2:28][CH2:27][CH2:26]3)=[N:10][C:11]=2[C:12]2[CH:17]=[CH:16][C:15]([O:18][C:19]3[CH:24]=[CH:23][CH:22]=[CH:21][CH:20]=3)=[CH:14][CH:13]=2)[CH:6]=[CH:7][N:8]=1>O.CC(O)CC>[CH:25]1([C:9]2[N:5]3[CH:6]=[CH:7][N:8]=[C:3]([NH2:1])[C:4]3=[C:11]([C:12]3[CH:17]=[CH:16][C:15]([O:18][C:19]4[CH:24]=[CH:23][CH:22]=[CH:21][CH:20]=4)=[CH:14][CH:13]=3)[N:10]=2)[CH2:30][CH2:29][CH2:28][CH2:27][CH2:26]1. Procedure details: 20 M NH3 in H2O (4 mL) was added to a suspension of 8-chloro-3-cyclohexyl-1-(4-phenoxyphenyl)-imidazo[1,5-a]pyrazine (82 mg, 0.20 mmol) in 2-butanol (0.9 mL). The mixture was heated in an oil bath set at 105° C. overnight. The reaction was stopped at this time and concentrated in vacuo. Purification by prep TLC using 3% NH3 in MeOH in DCM afforded 41.4 mg of the title compound as an off white solid. 1H NMR (400 MHz, CDCl3): δ=1.27-1.52 (m, 3H), 1.73-1.96 (m, 5H), 1.99-2.10 (m, 2H), 2.84-3.02 (m,... Reactants: COC(=O)CC(=O)Nc1ccccc1, CO, [Li+], C1CCOC1, [OH-], O. Yields the product O=C(O)CC(=O)Nc1ccccc1. As a reaction SMILES: [CH3:1][O:2][C:3]([CH2:4][C:5](=[O:6])[NH:7][c:8]1[cH:9][cH:10][cH:11][cH:12][cH:13]1)=[O:14].[CH3:23][OH:24].[Li+:15].[O:17]1[CH2:18][CH2:19][CH2:20][CH2:21]1.[OH-:16].[OH2:22]>>[O:2]=[C:3]([CH2:4][C:5](=[O:6])[NH:7][c:8]1[cH:9][cH:10][cH:11][cH:12][cH:13]1)[OH:14].